From a dataset of the Open Reaction Database (ORD), a public repository of structured organic reaction records. describe an organic reaction: reactants, conditions, products, and yield Yields the product CS(=O)(=O)N1CCC(=CC1)C1=CC=C(OC(C)C2CCNCC2)C=C1 (4-{1-[4-(1-Methanesulfonyl-1,2,3,6-tetrahydro-pyridin-4-yl)-phenoxy]-ethyl}-piperidine). Reported procedure: To a solution of 4-{1-[4-(1-methanesulfonyl-1,2,3,6-tetrahydro-pyridin-4-yl)-phenoxy]-ethyl}-piperidine-1-carboxylic acid tert-butyl ester (1.16 g, 2.50 mmol) in dichloromethane (25 mL) is added trifluoroacetic acid (1.32 mL, 17.48 mmol). The reaction is stirred at room temperature for 18 h. The mixture is concentrated in vacuo and diluted with 3 mL of ethyl acetate. 2 M aqueous sodium hydroxide is added to produce a white solid. The solid is filtered and dried to afford 0.86 g of the title comp... As a reaction SMILES: C(OC([N:8]1[CH2:13][CH2:12][CH:11]([CH:14]([O:16][C:17]2[CH:22]=[CH:21][C:20]([C:23]3[CH2:24][CH2:25][N:26]([S:29]([CH3:32])(=[O:31])=[O:30])[CH2:27][CH:28]=3)=[CH:19][CH:18]=2)[CH3:15])[CH2:10][CH2:9]1)=O)(C)(C)C.FC(F)(F)C(O)=O>ClCCl>[CH3:32][S:29]([N:26]1[CH2:25][CH:24]=[C:23]([C:20]2[CH:21]=[CH:22][C:17]([O:16][CH:14]([CH:11]3[CH2:10][CH2:9][NH:8][CH2:13][CH2:12]3)[CH3:15])=[CH:18][CH:19]=2)[CH2:28][CH2:27]1)(=[O:30])=[O:31]. Run in ClCCl (dichloromethane). The yield is 94.4%. Reaction conditions: time 18 hour. Reactants: C(C)(C)(C)OC(=O)N1CCC(CC1)C(C)OC1=CC=C(C=C1)C=1CCN(CC1)S(=O)(=O)C (4-{1-[4-(1-methanesulfonyl-1,2,3,6-tetrahydro-pyridin-4-yl)-phenoxy]-ethyl}-piperidine-1-carboxylic acid tert-butyl ester), FC(C(=O)O)(F)F (trifluoroacetic acid). Starting materials: C([O-])([O-])=O (carbonate), OO (hydrogen peroxide), CC1(C(N(C(C2=CC=CC=C12)=O)CCSC)=O)C (4,4-dimethyl-2-(2-methylmercapto-ethyl)-2H,4H-isoquinoline-1,3-dione), O (water). The solvent is C(C)(=O)O (acetic acid). Yields the product CC1(C(N(C(C2=CC=CC=C12)=O)CCS(=O)C)=O)C (4,4-Dimethyl-2-(2-methylsulfinyl-ethyl)-2H,4H-isoquinoline-1,3-dione). Reaction SMILES: OO.[CH3:3][C:4]1([CH3:20])[C:13]2[C:8](=[CH:9][CH:10]=[CH:11][CH:12]=2)[C:7](=[O:14])[N:6]([CH2:15][CH2:16][S:17][CH3:18])[C:5]1=[O:19].O.C(=O)([O-])[O-:23]>C(O)(=O)C>[CH3:3][C:4]1([CH3:20])[C:13]2[C:8](=[CH:9][CH:10]=[CH:11][CH:12]=2)[C:7](=[O:14])[N:6]([CH2:15][CH2:16][S:17]([CH3:18])=[O:23])[C:5]1=[O:19]. Reported procedure: 6.9 ml of 30% hydrogen peroxide were added to a solution of 16 gm of 4,4-dimethyl-2-(2-methylmercapto-ethyl)-2H,4H-isoquinoline-1,3-dione in 30 ml of glacial acetic acid, while maintaining the temperature between 20° and 40° C. After 15 minutes the reaction mixture was poured into water, and the resulting mixture was neutralized with ptoassium carbonate and extracted with chloroform. The chloroform phase was evaporated, the residue was purified on a silicagel column (eluant: chloroform/acetone 1... The reactants are ClC=1C=CC(=NC1)C(=N[S@@](=O)C(C)(C)C)C1=CC(=CC(=C1)C(F)(F)F)F ((S)-N-((5-chloropyridin-2-yl)(3-fluoro-5-(trifluoromethyl)phenyl)methylene)-2-methylpropane-2-sulfinamide), C(C)#N (acetonitrile), sulfinylimine, [Li+].CC(C)[N-]C(C)C (LDA). The solvent is CCOCC (ether), CCOCC (ether). Reaction conditions: temperature -78 celsius, time 20 minute. The product is ClC=1C=CC(=NC1)[C@@](CC#N)(C1=CC(=CC(=C1)C(F)(F)F)F)N[S@@](=O)C(C)(C)C ((S)-N-((R)-1-(5-chloropyridin-2-yl)-2-cyano-1-(3-fluoro-5-(trifluoromethyl)phenyl)ethyl)-2-methylpropane-2-sulfinamide), product. Isolated yield 28.0%. Reaction SMILES: [C:1](#[N:3])[CH3:2].[Li+].CC([N-]C(C)C)C.[Cl:12][C:13]1[CH:14]=[CH:15][C:16]([C:19]([C:27]2[CH:32]=[C:31]([C:33]([F:36])([F:35])[F:34])[CH:30]=[C:29]([F:37])[CH:28]=2)=[N:20][S@:21]([C:23]([CH3:26])([CH3:25])[CH3:24])=[O:22])=[N:17][CH:18]=1>CCOCC>[Cl:12][C:13]1[CH:14]=[CH:15][C:16]([C@:19]([NH:20][S@:21]([C:23]([CH3:26])([CH3:25])[CH3:24])=[O:22])([C:27]2[CH:32]=[C:31]([C:33]([F:36])([F:35])[F:34])[CH:30]=[C:29]([F:37])[CH:28]=2)[CH2:2][C:1]#[N:3])=[N:17][CH:18]=1 |f:1.2|. Reported procedure: At −78° C. in a 3 neck flask under argon atmosphere, anhydrous acetonitrile (0.150 g, 3.68 mmol) was added to dry ether (2 mL) followed by dropwise addition of LDA (1.84 mL, 3.68 mmol, 2.0M solution in cyclohexanes). The solution was stirred at −78° C. for 20 min. In a separate flask at 0° C. under argon, BF3Et2O (0.260 g, 0.19 mmol) was added to a solution of (S)-N-((5-chloropyridin-2-yl)(3-fluoro-5-(trifluoromethyl)phenyl)methylene)-2-methylpropane-2-sulfinamide (0.750 g, 1.84 mmol) in dry eth... The reactants are solid, BrC1=CC(=CC=2C(=C3N(C12)CCCNC3=O)C)C#N (7-bromo-11-methyl-1-oxo-2,3,4,5-tetrahydro-[1,4]diazepino[1,2-a]indole-9-carbonitrile), BrC1=CC(=CC=2C(=C3N(C12)CCCNC3=O)C)C#N (7-bromo-11-methyl-1-oxo-2,3,4,5-tetrahydro-[1,4]diazepino[1,2-a]indole-9-carbonitrile), C1(=CC=CC=C1)B(O)O (phenylboronic acid). The product is CC1=C2N(C=3C(=CC(=CC13)C#N)C1=CC=CC=C1)CCCNC2=O (11-Methyl-1-oxo-7-phenyl-2,3,4,5-tetrahydro-[1,4]diazepino[1,2-a]indole-9-carbonitrile). Reaction SMILES: Br[C:2]1[C:10]2[N:9]3[CH2:11][CH2:12][CH2:13][NH:14][C:15](=[O:16])[C:8]3=[C:7]([CH3:17])[C:6]=2[CH:5]=[C:4]([C:18]#[N:19])[CH:3]=1.[C:20]1(B(O)O)[CH:25]=[CH:24][CH:23]=[CH:22][CH:21]=1>>[CH3:17][C:7]1[C:6]2[CH:5]=[C:4]([C:18]#[N:19])[CH:3]=[C:2]([C:20]3[CH:25]=[CH:24][CH:23]=[CH:22][CH:21]=3)[C:10]=2[N:9]2[CH2:11][CH2:12][CH2:13][NH:14][C:15](=[O:16])[C:8]=12. Reported procedure: The title compound, off-white solid (60 mg, 76%), MS (ISP) m/z=316.5 [(M+H)+], mp 258° C., was prepared in accordance with the general method of example 1 from 7-bromo-11-methyl-1-oxo-2,3,4,5-tetrahydro-[1,4]diazepino[1,2-a]indole-9-carbonitrile (intermediate 17) (79.5 mg, 0.25 mmol) and commercially available phenylboronic acid (39.6 mg, 0.325 mmol). Procedure: The product from Example 16c (100 mg, 0.559 mmol) was reacted with 4-(2-amino-4-benzyloxy-phenylsulfanyl)-phenol (224 mg, 0.559 mmol) for 18 h following the procedure from Example 1g giving the crude title compound which was purified by HPLC with TFA providing the product as a trifluoroacetic acid (mg, %). 1H NMR (300 MHz, DMSO-d6) δ ppm: 5.14 (s, 2H), 6.31 (d, J=6.99 Hz, 1H), 6.61-6.69 (m, 2H), 7.08-7.23 (m, 5H), 7.32-7.46 (m, 5H), 7.92 (dd, J=8.46, 4.41 Hz, 1H), 8.47 (d, J=6.99 Hz, 1H), 9.10-9... As a reaction SMILES: Cl[C:2]1[C:11]2[C:6](=[N:7][CH:8]=[CH:9][CH:10]=2)[N:5]=[CH:4][CH:3]=1.[NH2:12][C:13]1[CH:18]=[C:17]([O:19][CH2:20][C:21]2[CH:26]=[CH:25][CH:24]=[CH:23][CH:22]=2)[CH:16]=[CH:15][C:14]=1[S:27][C:28]1[CH:33]=[CH:32][C:31]([OH:34])=[CH:30][CH:29]=1>>[CH2:20]([O:19][C:17]1[CH:16]=[CH:15][C:14]([S:27][C:28]2[CH:29]=[CH:30][C:31]([OH:34])=[CH:32][CH:33]=2)=[C:13]([NH:12][C:2]2[C:11]3[C:6](=[N:7][CH:8]=[CH:9][CH:10]=3)[N:5]=[CH:4][CH:3]=2)[CH:18]=1)[C:21]1[CH:22]=[CH:23][CH:24]=[CH:25][CH:26]=1. Starting materials: ClC1=CC=NC2=NC=CC=C12 (4-Chloro-[1,8]naphthyridine), NC1=C(C=CC(=C1)OCC1=CC=CC=C1)SC1=CC=C(C=C1)O (4-(2-amino-4-benzyloxy-phenylsulfanyl)-phenol). Product: C(C1=CC=CC=C1)OC1=CC(=C(C=C1)SC1=CC=C(C=C1)O)NC1=CC=NC2=NC=CC=C12 (4-[4-Benzyloxy-2-([1,8]naphthyridin-4-ylamino)-phenylsulfanyl]-phenol). Starting materials: CCO, NN, CCC(C)COc1ccc(C(CN2C(=O)c3ccccc3C2=O)NC(=O)C2CC2c2cccs2)c(C)c1. The product is CCC(C)COc1ccc(C(CN)NC(=O)C2CC2c2cccs2)c(C)c1. As a reaction SMILES: [CH3:40][CH2:41][OH:42].[NH2:38][NH2:39].[O:1]=[C:2]1[N:3]([CH2:12][CH:13]([c:14]2[c:15]([CH3:26])[cH:16][c:17]([O:20][CH2:21][CH:22]([CH2:23][CH3:24])[CH3:25])[cH:18][cH:19]2)[NH:27][C:28](=[O:29])[CH:30]2[CH:31]([c:33]3[s:34][cH:35][cH:36][cH:37]3)[CH2:32]2)[C:10](=[O:11])[c:5]2[c:4]1[cH:9][cH:8][cH:7][cH:6]2>>[NH2:3][CH2:12][CH:13]([c:14]1[c:15]([CH3:26])[cH:16][c:17]([O:20][CH2:21][CH:22]([CH2:23][CH3:24])[CH3:25])[cH:18][cH:19]1)[NH:27][C:28](=[O:29])[CH:30]1[CH:31]([c:33]2[s:34][cH:35][cH:36][cH:37]2)[CH2:32]1.